describe an organic reaction: reactants, conditions, products, and yield From a dataset of the Open Reaction Database (ORD), a public repository of structured organic reaction records. The reactants are O1C(=NC2=C1C=CC=C2)N[C@H](C(=O)OC)CC2=CC=C(C=C2)O (methyl (2S)-2-(1,3-benzoxazol-2-ylamino)-3-(4-hydroxyphenyl)propionate), [H-].[Na+] (NaH), oil, CN(C=O)C (dimethylformamide), C1(=CC=C(C=C1)S(=O)(=O)OCCC1=C(N=C(O1)C1=CC(=C(C(=C1)OC)OC)OC)C)C (2-[4-methyl-2-(3,4,5-trimethoxyphenyl)-1,3-oxazol-5-yl]ethyl 4-toluenesulfonate), CN(C=O)C (dimethylformamide), O (water). Product: O1C(=NC2=C1C=CC=C2)N[C@H](C(=O)OC)CC2=CC=C(C=C2)OCCC=2N=C(OC2C)C2=CC(=C(C(=C2)OC)OC)OC (methyl (2S)-2-(1,3-benzoxazol-2-ylamino)-3-[4-(2-[5-methyl-2-(3,4,5-trimethoxyphenyl)-1,3-oxazol-4-yl]ethoxy)phenyl]propionate). Reaction SMILES: [O:1]1[C:5]2[CH:6]=[CH:7][CH:8]=[CH:9][C:4]=2[N:3]=[C:2]1[NH:10][C@@H:11]([CH2:16][C:17]1[CH:22]=[CH:21][C:20]([OH:23])=[CH:19][CH:18]=1)[C:12]([O:14][CH3:15])=[O:13].[H-].[Na+].C1(C)C=CC(S(OC[CH2:37][C:38]2[O:42][C:41]([C:43]3[CH:48]=[C:47]([O:49][CH3:50])[C:46]([O:51][CH3:52])=[C:45]([O:53][CH3:54])[CH:44]=3)=[N:40][C:39]=2[CH3:55])(=O)=O)=CC=1.O.[CH3:58]N(C)C=O>>[O:1]1[C:5]2[CH:6]=[CH:7][CH:8]=[CH:9][C:4]=2[N:3]=[C:2]1[NH:10][C@@H:11]([CH2:16][C:17]1[CH:22]=[CH:21][C:20]([O:23][CH2:58][CH2:55][C:39]2[N:40]=[C:41]([C:43]3[CH:44]=[C:45]([O:53][CH3:54])[C:46]([O:51][CH3:52])=[C:47]([O:49][CH3:50])[CH:48]=3)[O:42][C:38]=2[CH3:37])=[CH:19][CH:18]=1)[C:12]([O:14][CH3:15])=[O:13] |f:1.2|. Procedure details: To the solution of 3.12 g of methyl (2S)-2-(1,3-benzoxazol-2-ylamino)-3-(4-hydroxyphenyl)propionate in 50 ml of dimethylformamide 60% suspension of NaH in mineral oil (0,4 g) was added portionwise with stirring at room temperature under argon atmosphere. When the evolution of the gas ceased, the solution of 2-[4-methyl-2-(3,4,5-trimethoxyphenyl)-1,3-oxazol-5-yl]ethyl 4-toluenesulfonate (4.47 g, 10 mmol) in dimethylformamide was added dropwise. The mixture was heated at 80° C. with stirring. Afte...